Dataset: the Open Reaction Database (ORD), a public repository of structured organic reaction records. Task: describe an organic reaction: reactants, conditions, products, and yield Reactants: CC1Cc2ccc(-c3ccc(C(=O)O)nc3)cc2CN1c1cc(N2CCN(C)CC2)nc(N)n1, NCCO. Yields the product CC1Cc2ccc(-c3ccc(C(=O)NCCO)nc3)cc2CN1c1cc(N2CCN(C)CC2)nc(N)n1. RXN SMILES: [NH2:1][c:2]1[n:3][c:4]([N:28]2[CH2:29][CH2:30][N:31]([CH3:34])[CH2:32][CH2:33]2)[cH:5][c:6]([N:8]2[CH2:9][c:10]3[cH:11][c:12](-[c:19]4[cH:20][cH:21][c:22]([C:25](=[O:26])[OH:27])[n:23][cH:24]4)[cH:13][cH:14][c:15]3[CH2:16][CH:17]2[CH3:18])[n:7]1.[NH2:35][CH2:36][CH2:37][OH:38]>>[NH2:1][c:2]1[n:3][c:4]([N:28]2[CH2:29][CH2:30][N:31]([CH3:34])[CH2:32][CH2:33]2)[cH:5][c:6]([N:8]2[CH2:9][c:10]3[cH:11][c:12](-[c:19]4[cH:20][cH:21][c:22]([C:25](=[O:27])[NH:35][CH2:36][CH2:37][OH:38])[n:23][cH:24]4)[cH:13][cH:14][c:15]3[CH2:16][CH:17]2[CH3:18])[n:7]1. Reactants: C(O)([O-])=O.[Na+] (sodium hydrogen carbonate), C1(CCCCC1)N(C(CCOCCC1=CC(=CC=C1)C=1C=NN(C1)C)=O)CC(OC)OC (N-Cyclohexyl-N-(2,2-dimethoxyethyl)-3-(3-(1-methyl-1H-pyrazol-4-yl)phenethoxy)propanamide), C(C)(=O)OCC (Ethyl acetate), O.C1(=CC=C(C=C1)S(=O)(=O)O)C (p-toluenesulfonic acid monohydrate). Solvent: C(Cl)Cl (DCM). Reaction conditions: time 1 hour. The product is C1(CCCCC1)N(C(CCOCCC1=CC(=CC=C1)C=1C=NN(C1)C)=O)CC=O (N-Cyclohexyl-3-(3-(1-methyl-1H-pyrazol-4-yl)phenethoxy)-N-(2-oxoethyl)propanamide). The yield is 107.1%. Reaction SMILES: [CH:1]1([N:7]([CH2:27][CH:28](OC)[O:29]C)[C:8](=[O:26])[CH2:9][CH2:10][O:11][CH2:12][CH2:13][C:14]2[CH:19]=[CH:18][CH:17]=[C:16]([C:20]3[CH:21]=[N:22][N:23]([CH3:25])[CH:24]=3)[CH:15]=2)[CH2:6][CH2:5][CH2:4][CH2:3][CH2:2]1.O.C1(C)C=CC(S(O)(=O)=O)=CC=1.C(OCC)(=O)C.C(=O)([O-])O.[Na+]>C(Cl)Cl>[CH:1]1([N:7]([CH2:27][CH:28]=[O:29])[C:8](=[O:26])[CH2:9][CH2:10][O:11][CH2:12][CH2:13][C:14]2[CH:19]=[CH:18][CH:17]=[C:16]([C:20]3[CH:21]=[N:22][N:23]([CH3:25])[CH:24]=3)[CH:15]=2)[CH2:6][CH2:5][CH2:4][CH2:3][CH2:2]1 |f:1.2,4.5|. Procedure: N-Cyclohexyl-N-(2,2-dimethoxyethyl)-3-(3-(1-methyl-1H-pyrazol-4-yl)phenethoxy)propanamide (0.5 g) was stirred in DCM (10 mL) followed by the addition of p-toluenesulfonic acid monohydrate (0.43 g). The mixture was stirred for 1 h. Ethyl acetate was added followed by sodium hydrogen carbonate solution. The aqueous phase was removed and the remaining organic phase washed once with water, once with brine, dried over sodium sulphate, filtered and the solvent removed to afford the desired material as... Starting materials: O (water), C(C1=CC=CC=C1)OCN1N=CC(=C(C1=O)NCCCN(C)CCOC1=CC=C(C=C1)NS(=O)(=O)C)Cl (2-Benzyloxymethyl-5-chloro-4-{3-[N-[2-[4-[(methylsulfonyl)-amino]-phenoxy]-ethyl]-N-methylamino]-propylamino}-3(2H)-pyridazinone), CO (methanol), B(Br)(Br)Br (boron tribromide). The solvent is C1=CC=CC=C1 (benzene). Run at time 1 hour. The product is ClC1=C(C(NN=C1)=O)NCCCN(C)CCOC1=CC=C(C=C1)NS(=O)(=O)C (5Chloro-4-{3-[N-[2-[4-[(methylsulfonyl)-amino]-phenoxy]-ethyl]-N-methylamino]-propylamino}-3(2H)-pyridazinone). The yield is 48.1%. As a reaction SMILES: C(OC[N:10]1[C:15](=[O:16])[C:14]([NH:17][CH2:18][CH2:19][CH2:20][N:21]([CH2:23][CH2:24][O:25][C:26]2[CH:31]=[CH:30][C:29]([NH:32][S:33]([CH3:36])(=[O:35])=[O:34])=[CH:28][CH:27]=2)[CH3:22])=[C:13]([Cl:37])[CH:12]=[N:11]1)C1C=CC=CC=1.B(Br)(Br)Br.CO.O>C1C=CC=CC=1>[Cl:37][C:13]1[CH:12]=[N:11][NH:10][C:15](=[O:16])[C:14]=1[NH:17][CH2:18][CH2:19][CH2:20][N:21]([CH2:23][CH2:24][O:25][C:26]1[CH:27]=[CH:28][C:29]([NH:32][S:33]([CH3:36])(=[O:35])=[O:34])=[CH:30][CH:31]=1)[CH3:22]. Procedure details: 2.69 g (4.88 mmoles) of the compound of Example 44 are dissolved in 53 ml of anhydrous benzene. 2.92 ml of boron tribromide are dropped to the solution so that the temperature of the reaction mixture should not exceed 20° C. The suspension thus obtained is stirred at room temperature for half an hour. Then 40 ml of methanol are dropped under stirring and cooling with icy water at such a rate that the inner temperature should not exceed 25° C. The reaction mixture is evaporated, the residue is bo... Starting materials: [N-]=[N+]=[N-].[Na+] (sodium azide), C(C)OC(CC(=O)C)=O (ethylacetoacetate), CN(C=O)C (dimethylformamide). Run at temperature 60 celsius, time 24 hour. The product is COC([C@H](CN=[N+]=[N-])C)=O ((S)-3-azido-2-methyl-propionic acid methyl ester). The yield is 96.0%. RXN SMILES: [N-:1]=[N+:2]=[N-:3].[Na+].[CH2:5]([O:7][C:8](=[O:13])[CH2:9][C:10](C)=O)C.[CH3:14]N(C)C=O>>[CH3:5][O:7][C:8](=[O:13])[C@@H:9]([CH3:14])[CH2:10][N:1]=[N+:2]=[N-:3] |f:0.1|. Procedure details: 4.97 g (25.3 mmol) of (S)-3-methanesulfonyloxy-2-methyl-propionic acid methyl ester obtained in the above step (2) was dissolved in 40 mL of dimethylformamide, and then 5 g (76.8 mmol) of sodium azide was added thereto, followed by stirring at 60° C. for 24 hours. 200 mL of ethylacetoacetate was added to the solution, and the reaction solution was washed with water, then an organic layer was dried over anhydrous magnesium sulfate. The solvent was distilled off under reduced pressure, then the re... RXN SMILES: [CH2:1](Br)[C:2]1[CH:7]=[CH:6][CH:5]=[CH:4][CH:3]=1.[C:9]1([S:15]([C:18]2[CH:19]=[CH:20][C:21]([OH:27])=[C:22]([C:24](=[O:26])[CH3:25])[CH:23]=2)(=[O:17])=[O:16])[CH:14]=[CH:13][CH:12]=[CH:11][CH:10]=1.C(=O)([O-])[O-].[K+].[K+]>C(#N)C.C(OCC)(=O)C>[C:9]1([S:15]([C:18]2[CH:19]=[CH:20][C:21]([O:27][CH2:1][C:2]3[CH:7]=[CH:6][CH:5]=[CH:4][CH:3]=3)=[C:22]([C:24](=[O:26])[CH3:25])[CH:23]=2)(=[O:17])=[O:16])[CH:10]=[CH:11][CH:12]=[CH:13][CH:14]=1 |f:2.3.4|. Product: C1(=CC=CC=C1)S(=O)(=O)C=1C=CC(=C(C1)C(C)=O)OCC1=CC=CC=C1 (1-(5-benzenesulfonyl-2-benzyloxy-phenyl)-ethanone). Starting materials: C(C1=CC=CC=C1)Br (Benzyl bromide), C1(=CC=CC=C1)S(=O)(=O)C=1C=CC(=C(C1)C(C)=O)O (1-(5-benzenesulfonyl-2-hydroxy-phenyl)-ethanone), C([O-])([O-])=O.[K+].[K+] (potassium carbonate). Procedure: Benzyl bromide (1.443 g; 0.0087 mol) was added to a suspension of 1-(5-benzenesulfonyl-2-hydroxy-phenyl)-ethanone (2.01 g; 0.0073 mol) and potassium carbonate (2.01 g; 0.015 mol) in acetonitrile (5.0 mL). The mixture was heated under reflux for 18 hours. After cooling to ambient temperature, the mixture was diluted with ethyl acetate, filtered, washed with water and saturated sodium bicarbonate, dried (Na2SO4) and concentrated in vacuo. The crude material was purified by flash chromatography on ... Solvent: C(C)#N (acetonitrile), C(C)(=O)OCC (ethyl acetate). Starting materials: C([O-])(O)=O (bicarbonate), Cl (HCl), C(=O)(N1C=NC=C1)N1C=NC=C1 (1,1′-carbonyldiimidazole), CN(CCO)C (2-(dimethylamino)ethanol), N12CCCCCC2=NCCC1 (1,8-diazabicyclo[5.4.0]undec-7-ene), NC1=NC2=CC=C(C=C2C(=N1)C(=O)N1CC2=CC=CC=C2C1)C1=C(C=C(C(=C1)F)F)CO ([2-amino-6-(4,5-difluoro-2-hydroxymethylphenyl)quinazolin-4-yl]-(1,3-dihydroisoindol-2-yl)methanone). Solvent: N1=CC=CC=C1 (pyridine), N1=CC=CC=C1 (pyridine). Run at temperature 0 celsius, time 2 hour. Yields the product CN(CCC(=O)OCC1=C(C=C(C(=C1)F)F)C=1C=C2C(=NC(=NC2=CC1)N)C(=O)N1CC2=CC=CC=C2C1)C (2-[2-Amino-4-(1,3-dihydroisoindole-2-carbonyl)quinazolin-6-yl]-4,5-difluorobenzyl 2-dimethylaminoethyl carboxylate). RXN SMILES: [C:1]([N:8]1[CH:12]=[CH:11]N=[CH:9]1)(N1C=CN=C1)=O.[NH2:13][C:14]1[N:23]=[C:22]([C:24]([N:26]2[CH2:34][C:33]3[C:28](=[CH:29][CH:30]=[CH:31][CH:32]=3)[CH2:27]2)=[O:25])[C:21]2[C:16](=[CH:17][CH:18]=[C:19]([C:35]3[CH:40]=[C:39]([F:41])[C:38]([F:42])=[CH:37][C:36]=3[CH2:43][OH:44])[CH:20]=2)[N:15]=1.CN(C)C[CH2:48][OH:49].N12CCCN=C1CCCCC2.Cl.C(=O)(O)[O-]>N1C=CC=CC=1>[CH3:9][N:8]([CH3:1])[CH2:12][CH2:11][C:48]([O:44][CH2:43][C:36]1[CH:37]=[C:38]([F:42])[C:39]([F:41])=[CH:40][C:35]=1[C:19]1[CH:20]=[C:21]2[C:16](=[CH:17][CH:18]=1)[N:15]=[C:14]([NH2:13])[N:23]=[C:22]2[C:24]([N:26]1[CH2:27][C:28]2[C:33](=[CH:32][CH:31]=[CH:30][CH:29]=2)[CH2:34]1)=[O:25])=[O:49]. Procedure details: 200 mg of 1,1′-carbonyldiimidazole are dissolved in 10 ml of pyridine and cooled to 0° C. A solution of 500 mg of [2-amino-6-(4,5-difluoro-2-hydroxymethylphenyl)quinazolin-4-yl]-(1,3-dihydroisoindol-2-yl)methanone dissolved in 10 ml of pyridine is added. The mixture is subsequently stirred at 0° C. for 2 h and at 25° C. for 2 h. 200 mg of 2-(dimethylamino)ethanol and 200 μl of 1,8-diazabicyclo[5.4.0]undec-7-ene are then added, and the mixture is stirred at 25° C. for a further 18 h. The mixture ... The reactants are ClC=1C=C(C(=O)OO)C=CC1 (3-Chloroperoxybenzoic acid), ClCC=1N(C2=C(C=NC=3C=CC=CC23)N1)CC1(CCCCC1)O (1-{[2-(chloromethyl)-1H-imidazo[4,5-c]quinolin-1-yl]methyl}cyclohexanol), C([O-])(O)=O.[Na+] (sodium bicarbonate). The solvent is C(Cl)(Cl)Cl (chloroform). Run at time 4 hour. The product is ClCC=1N(C2=C(C=[N+](C=3C=CC=CC23)[O-])N1)CC1(CCCCC1)O (1-{[2-(chloromethyl)-5-oxido-1H-imidazo[4,5-c]quinolin-1-yl]methyl}cyclohexanol). RXN SMILES: ClC1C=C(C=CC=1)C(OO)=[O:6].[Cl:12][CH2:13][C:14]1[N:15]([CH2:27][C:28]2([OH:34])[CH2:33][CH2:32][CH2:31][CH2:30][CH2:29]2)[C:16]2[C:25]3[CH:24]=[CH:23][CH:22]=[CH:21][C:20]=3[N:19]=[CH:18][C:17]=2[N:26]=1.C(=O)(O)[O-].[Na+]>C(Cl)(Cl)Cl>[Cl:12][CH2:13][C:14]1[N:15]([CH2:27][C:28]2([OH:34])[CH2:29][CH2:30][CH2:31][CH2:32][CH2:33]2)[C:16]2[C:25]3[CH:24]=[CH:23][CH:22]=[CH:21][C:20]=3[N+:19]([O-:6])=[CH:18][C:17]=2[N:26]=1 |f:2.3|. Procedure details: 3-Chloroperoxybenzoic acid (8.37 g of 70% pure material, 34 mmol) was added to a suspension of 1-{[2-(chloromethyl)-1H-imidazo[4,5-c]quinolin-1-yl]methyl}cyclohexanol (8.0 g, 24 mmol) in chloroform (100 mL), and the reaction was stirred at room temperature for four hours. Saturated aqueous sodium bicarbonate (100 mL) was added, and the mixture was stirred for 15 minutes. A precipitate formed and was isolated by filtration to provide 1-{[2-(chloromethyl)-5-oxido-1H-imidazo[4,5-c]quinolin-1-yl]met... Starting materials: [N+](=O)([O-])C=1C=C(C=CC1)CC(=O)O (3-nitrophenyl acetic acid), C(C)(=O)OC(C)=O (acetic anhydride). The solvent is N1=CC=CC=C1 (pyridine). Yields the product [N+](=O)([O-])C=1C=C(C=CC1)CC(C)=O (m-nitrophenyl acetone). RXN SMILES: [N+:1]([C:4]1[CH:5]=[C:6]([CH2:10][C:11]([OH:13])=O)[CH:7]=[CH:8][CH:9]=1)([O-:3])=[O:2].[C:14](OC(=O)C)(=O)C>N1C=CC=CC=1>[N+:1]([C:4]1[CH:5]=[C:6]([CH2:10][C:11](=[O:13])[CH3:14])[CH:7]=[CH:8][CH:9]=1)([O-:3])=[O:2]. Procedure details: A mixture of 3-nitrophenyl acetic acid (20 g), pyridine (44 g) and acetic anhydride (106 g) was refluxed for four hours. Complete disappearance of starting material was observed by tlc (silica gel eluted with 1:1 parts by volume diethyl ether:hexane), and the brown solution was then evaporated to dryness in vacuo at 40°. The resulting residue was refluxed in the presence of concentrated HCl (7.5 ml) and ethanol (78 ml) for one hour; and to the hydrolysis product was added ice water (400 ml) and ...